describe an organic reaction: reactants, conditions, products, and yield From a dataset of the Open Reaction Database (ORD), a public repository of structured organic reaction records. Starting materials: aqueous solution, Cl (HCl), aqueous solution, [OH-].[Na+] (NaOH), CCN=C=NCCCN(C)C (EDCI), N(N)C(C(=O)NC1=CC=C(O[C@@H]2CC[C@H](CC2)C(=O)OCC)C=C1)=O (Ethyl trans-4-(4-{[hydrazino(oxo)acetyl]amino}phenoxy)cyclohexanecarboxylate), N(N)C(C(=O)NC1=CC=C(O[C@@H]2CC[C@H](CC2)C(=O)OCC)C=C1)=O (Ethyl trans-4-(4-{[hydrazino(oxo)acetyl]amino}phenoxy)cyclohexanecarboxylate), FC(OC1=CC=C(C=C1)N=C=S)F (4-(difluoromethoxy)phenyl isothiocyanate). The solvent is CO (MeOH), C1CCOC1 (THF), O (water), CN(C)C=O (DMF). Conditions: temperature 65 celsius, time 30 minute. The product is FC(OC1=CC=C(C=C1)NC1=NN=C(O1)C(=O)NC1=CC=C(O[C@@H]2CC[C@H](CC2)C(=O)O)C=C1)F (trans-4-(4-{[(5-{[4-(Difluoromethoxy)phenyl]amino}-1,3,4-oxadiazol-2-yl)carbonyl]-amino}phenoxy)cyclohexanecarboxylic acid). The yield is 40.1%. As a reaction SMILES: [NH:1]([C:3](=[O:25])[C:4]([NH:6][C:7]1[CH:24]=[CH:23][C:10]([O:11][C@H:12]2[CH2:17][CH2:16][C@H:15]([C:18]([O:20]CC)=[O:19])[CH2:14][CH2:13]2)=[CH:9][CH:8]=1)=[O:5])[NH2:2].[F:26][CH:27]([F:38])[O:28][C:29]1[CH:34]=[CH:33][C:32]([N:35]=[C:36]=S)=[CH:31][CH:30]=1.CCN=C=NCCCN(C)C.[OH-].[Na+].Cl>CN(C=O)C.CO.C1COCC1.O>[F:26][CH:27]([F:38])[O:28][C:29]1[CH:30]=[CH:31][C:32]([NH:35][C:36]2[O:25][C:3]([C:4]([NH:6][C:7]3[CH:8]=[CH:9][C:10]([O:11][C@H:12]4[CH2:13][CH2:14][C@H:15]([C:18]([OH:20])=[O:19])[CH2:16][CH2:17]4)=[CH:23][CH:24]=3)=[O:5])=[N:1][N:2]=2)=[CH:33][CH:34]=1 |f:3.4|. Reported procedure: Ethyl trans-4-(4-{[hydrazino(oxo)acetyl]amino}phenoxy)cyclohexanecarboxylate (Intermediate 3, 698 mg, 2.00 mmol) was added in one portion to a stirred solution of 4-(difluoromethoxy)phenyl isothiocyanate (483 mg, 2.40 mmol) in DMF (10 mL) and the reaction mixture was stirred at 65° C. for 30 mins. EDCI (461 mg, 2.40 mmol) was added in one portion and the reaction mixture was heated to 85° C. for 3 h. The mixture was cooled to ambient temperature and water (15 mL) was added and the resulting susp... Reactants: [Cl-].C[S+](=O)(C)C (trimethylsulphoxonium chloride), [H-].[Na+] (sodium hydride), OC1=C(C=O)C=CC=C1C (2-hydroxy-3-methylbenzaldehyde). Solvent: C1CCOC1 (THF), C1CCOC1 (THF). Yields the product CC1=CC=CC=2C(COC21)O (7-methyl-2,3-dihydro-benzofuran-3-ol). As a reaction SMILES: [Cl-].[CH3:2][S+](C)(C)=O.[H-].[Na+].[OH:9][C:10]1[C:17]([CH3:18])=[CH:16][CH:15]=[CH:14][C:11]=1[CH:12]=[O:13]>C1COCC1>[CH3:18][C:17]1[C:10]2[O:9][CH2:2][CH:12]([OH:13])[C:11]=2[CH:14]=[CH:15][CH:16]=1 |f:0.1,2.3|. Reported procedure: Under a nitrogen atmosphere 0.945 g (7.35 mmol) trimethylsulphoxonium chloride were placed in 20 mL THF, and 0.300 g (7.50 mmol) sodium hydride (55%, suspension in mineral oil) were added batchwise. The reaction mixture was refluxed for 2 h. Then 1.00 g (7.35 mmol) 2-hydroxy-3-methylbenzaldehyde in 20 mL THF were added dropwise to the reaction mixture and it was refluxed overnight. Then PE was added and the suspension obtained was filtered. The filtrate was evaporated down i. vac. and purified b... Reactants: C1CCOC1, CCCOc1ccc(-c2ccc3c(c2)C=C(C(=O)OC)CCN3)cc1, CC(=O)O, O=COC=O, O=CO. Yields the product CCCOc1ccc(-c2ccc3c(c2)C=C(C(=O)OC)CCN3C=O)cc1. As a reaction SMILES: [CH2:38]1[O:39][CH2:40][CH2:41][CH2:42]1.[CH2:8]([CH2:9][CH3:10])[O:11][c:12]1[cH:13][cH:14][c:15](-[c:18]2[cH:19][cH:20][c:21]3[c:22]([cH:32]2)[CH:23]=[C:24]([C:28](=[O:29])[O:30][CH3:31])[CH2:25][CH2:26][NH:27]3)[cH:16][cH:17]1.[CH3:1][C:2]([OH:3])=[O:4].[CH:33]([O:34][CH:35]=[O:36])=[O:37].[CH:5]([OH:6])=[O:7]>>[CH:2](=[O:3])[N:27]1[c:21]2[cH:20][cH:19][c:18](-[c:15]3[cH:14][cH:13][c:12]([O:11][CH2:8][CH2:9][CH3:10])[cH:17][cH:16]3)[cH:32][c:22]2[CH:23]=[C:24]([C:28](=[O:29])[O:30][CH3:31])[CH2:25][CH2:26]1.